This data is from the Open Reaction Database (ORD), a public repository of structured organic reaction records. The task is: describe an organic reaction: reactants, conditions, products, and yield The reactants are C1CCOC1, COC(=O)c1cc(S(N)(=O)=O)ccc1OCc1ccc(OC)cc1, [Na+], [OH-]. Yields the product COc1ccc(COc2ccc(S(N)(=O)=O)cc2C(=O)O)cc1. Reaction SMILES: [CH2:27]1[O:28][CH2:29][CH2:30][CH2:31]1.[CH3:1][O:2][C:3]([c:4]1[c:5]([O:14][CH2:15][c:16]2[cH:17][cH:18][c:19]([O:22][CH3:23])[cH:20][cH:21]2)[cH:6][cH:7][c:8]([S:10]([NH2:11])(=[O:12])=[O:13])[cH:9]1)=[O:24].[Na+:26].[OH-:25]>>[O:2]=[C:3]([c:4]1[c:5]([O:14][CH2:15][c:16]2[cH:17][cH:18][c:19]([O:22][CH3:23])[cH:20][cH:21]2)[cH:6][cH:7][c:8]([S:10]([NH2:11])(=[O:12])=[O:13])[cH:9]1)[OH:24]. Starting materials: CN(C)C=O, CCCCCC, CC(C)NC(C)C, [Li]CCCC, C1CCOC1, O, c1ccc(CCn2cncn2)cc1. The product is O=Cc1ncnn1CCc1ccccc1. RXN SMILES: [CH3:26][N:27]([CH:28]=[O:29])[CH3:30].[CH3:31][CH2:32][CH2:33][CH2:34][CH2:35][CH3:36].[CH3:6][CH:7]([NH:8][CH:9]([CH3:10])[CH3:11])[CH3:12].[Li:1][CH2:2][CH2:3][CH2:4][CH3:5].[O:37]1[CH2:38][CH2:39][CH2:40][CH2:41]1.[OH2:42].[c:13]1([CH2:19][CH2:20][n:21]2[n:22][cH:23][n:24][cH:25]2)[cH:14][cH:15][cH:16][cH:17][cH:18]1>>[c:13]1([CH2:19][CH2:20][n:21]2[n:22][cH:23][n:24][c:25]2[CH:28]=[O:29])[cH:14][cH:15][cH:16][cH:17][cH:18]1. Starting materials: [Br-], C[Mg+], Cc1c(C=O)c2c(c(C)c1NC(=O)CC(C)(C)C)C(c1ccc(C(C)C)cc1)CO2, O. Product: Cc1c(NC(=O)CC(C)(C)C)c(C)c2c(c1C(C)O)OCC2c1ccc(C(C)C)cc1. Reaction SMILES: [Br-:1].[CH3:2][Mg+:3].[CH:4](=[O:5])[c:6]1[c:7]([CH3:33])[c:8]([NH:25][C:26]([CH2:27][C:28]([CH3:29])([CH3:30])[CH3:31])=[O:32])[c:9]([CH3:24])[c:10]2[c:14]1[O:13][CH2:12][CH:11]2[c:15]1[cH:16][cH:17][c:18]([CH:21]([CH3:22])[CH3:23])[cH:19][cH:20]1.[OH2:34]>>[CH3:2][CH:4]([OH:5])[c:6]1[c:7]([CH3:33])[c:8]([NH:25][C:26]([CH2:27][C:28]([CH3:29])([CH3:30])[CH3:31])=[O:32])[c:9]([CH3:24])[c:10]2[c:14]1[O:13][CH2:12][CH:11]2[c:15]1[cH:16][cH:17][c:18]([CH:21]([CH3:22])[CH3:23])[cH:19][cH:20]1. The reactants are CS(C)=O, N#Cc1cc(Cl)ccc1Cl, Cl, [K+], [OH-], Oc1cccc(O)c1. The product is N#Cc1cc(Cl)ccc1Oc1cccc(O)c1. RXN SMILES: [CH3:22][S:23](=[O:24])[CH3:25].[Cl:11][c:12]1[c:13]([C:14]#[N:15])[cH:16][c:17]([Cl:20])[cH:18][cH:19]1.[ClH:21].[K+:10].[OH-:9].[OH:1][c:2]1[cH:3][cH:4][cH:5][c:6]([OH:7])[cH:8]1>>[O:1]([c:2]1[cH:3][cH:4][cH:5][c:6]([OH:7])[cH:8]1)[c:12]1[c:13]([C:14]#[N:15])[cH:16][c:17]([Cl:20])[cH:18][cH:19]1. Reactants: [Na] (sodium), C1(=CC=CC=C1)NN (phenylhydrazine), CC1=CC=C(C=CC#N)C=C1 (4-methyl cinnamonitrile). Solvent: C(C)O (ethanol). Conditions: time 5 minute. Product: NC1=NN(C(C1)C1=CC=C(C=C1)C)C1=CC=CC=C1 (3-Amino-1-phenyl-5-p-tolyl-2-pyrazoline). As a reaction SMILES: [Na].[C:2]1([NH:8][NH2:9])[CH:7]=[CH:6][CH:5]=[CH:4][CH:3]=1.[CH3:10][C:11]1[CH:20]=[CH:19][C:14]([CH:15]=[CH:16][C:17]#[N:18])=[CH:13][CH:12]=1>C(O)C>[NH2:18][C:17]1[CH2:16][CH:15]([C:14]2[CH:13]=[CH:12][C:11]([CH3:10])=[CH:20][CH:19]=2)[N:8]([C:2]2[CH:7]=[CH:6][CH:5]=[CH:4][CH:3]=2)[N:9]=1 |^1:0|. Procedure: A 1.0 g. amount of sodium metal is dissolved in 100 ml. of absolute ethanol, then 20.0 ml. of phenylhydrazine is added followed in 5 minutes by 24.0 ml. of (mixed cis and trans) 4-methyl cinnamonitrile. The reaction mixture is refluxed for 4 hours then is cooled. The precipitate is collected by filtration then is recrystallized from acetone-hexane after treatment with activated charcoal to give 14.25 g. of the desired product as pale orange needles, m.p. 165°-166.5° C.